From a dataset of the Open Reaction Database (ORD), a public repository of structured organic reaction records. describe an organic reaction: reactants, conditions, products, and yield Starting materials: ice water, Cl (hydrochloric acid), C(CCC)[Li] (n-butyllithium), COC=1C=CC=2N(C3=CC=C(C=C3SC2C1)OC)C (3,7-dimethoxy-10-methylphenothiazine), C(=O)N1CCCCC1 (N-formylpiperidine). Procedure: 16.25 ml of n-butyllithium solution (1.6M in hexane) were added dropwise at -78° under argon to a solution of 5.46 g (10.0 mmol) of 3,7-dimethoxy-10-methylphenothiazine in 100 ml of diethyl ether/tetrahydrofuran (4:1). The reaction mixture was stirred at -70° for 15 minutes, brought slowly to 0°, stirred for 2 hours and then treated at 0° with 3.39 g (30.0 mmol) of N-formylpiperidine. After stirring at 0° for 2 hours the mixture was poured into 500 ml of ice-water, whereupon it was acidified sli... Product: COC=1C=CC=2N(C3=CC=C(C=C3SC2C1C=O)OC)C (3,7-dimethoxy-10-methyl-phenothiazine-4-carbaldehyde). Solvent: C(C)OCC.O1CCCC1 (diethyl ether tetrahydrofuran). Isolated yield 179.9%. Conditions: time 15 minute. As a reaction SMILES: C([Li])CCC.[CH3:6][O:7][C:8]1[CH:9]=[CH:10][C:11]2[N:12]([CH3:24])[C:13]3[C:18]([S:19][C:20]=2[CH:21]=1)=[CH:17][C:16]([O:22][CH3:23])=[CH:15][CH:14]=3.[CH:25](N1CCCCC1)=[O:26].Cl>C(OCC)C.O1CCCC1>[CH3:6][O:7][C:8]1[CH:9]=[CH:10][C:11]2[N:12]([CH3:24])[C:13]3[C:18]([S:19][C:20]=2[C:21]=1[CH:25]=[O:26])=[CH:17][C:16]([O:22][CH3:23])=[CH:15][CH:14]=3 |f:4.5|. The reactants are CCOC(=O)CCN(C)C(=O)c1ccc(NC(c2oc3ccc(F)cc3c2C)C(CC)CC)cc1, CCO, CCCCCC, CCO, [Na+], C1CCOC1, [OH-]. Yields the product CCC(CC)C(Nc1ccc(C(=O)N(C)CCC(=O)O)cc1)c1oc2ccc(F)cc2c1C. Reaction SMILES: [CH2:1]([CH3:2])[CH:3]([CH:4]([c:5]1[o:6][c:7]2[c:8]([c:9]1[CH3:10])[cH:11][c:12]([F:15])[cH:13][cH:14]2)[NH:16][c:17]1[cH:18][cH:19][c:20]([C:23](=[O:24])[N:25]([CH2:26][CH2:27][C:28](=[O:29])[O:30][CH2:31][CH3:32])[CH3:33])[cH:21][cH:22]1)[CH2:34][CH3:35].[CH2:38]([OH:39])[CH3:40].[CH3:41][CH2:42][CH2:43][CH2:44][CH2:45][CH3:46].[CH3:47][CH2:48][OH:49].[Na+:37].[O:50]1[CH2:51][CH2:52][CH2:53][CH2:54]1.[OH-:36]>>[CH2:1]([CH3:2])[CH:3]([CH:4]([c:5]1[o:6][c:7]2[c:8]([c:9]1[CH3:10])[cH:11][c:12]([F:15])[cH:13][cH:14]2)[NH:16][c:17]1[cH:18][cH:19][c:20]([C:23](=[O:24])[N:25]([CH2:26][CH2:27][C:28](=[O:29])[OH:30])[CH3:33])[cH:21][cH:22]1)[CH2:34][CH3:35]. The reactants are C(C)(C)S (isopropylmercaptan), [H-].[Na+] (sodium hydride), OC(C)C1C2CC(=C(N2C1=O)C(=O)OCC1=CC=CC=C1)Cl (benzyl 6-(1-hydroxyethyl)-3-chloro-1-azabicyclo[3.2.0]hept-2-ene-7-one-2-carboxylate). The solvent is CN(C=O)C (DMF), CN(C=O)C (dimethylformamide), C(C)(=O)OCC (ethyl acetate). Conditions: temperature 0 celsius. Yields the product OC(C)C1C2CC(=C(N2C1=O)C(=O)OCC1=CC=CC=C1)SC(C)C (benzyl 6-(1-hydroxyethyl)-3-isopropylthio-1-azabicyclo[3.2.0]hept-2-en-7-one-2-carboxylate). As a reaction SMILES: [OH:1][CH:2]([CH:4]1[C:10](=[O:11])[N:9]2[CH:5]1[CH2:6][C:7](Cl)=[C:8]2[C:12]([O:14][CH2:15][C:16]1[CH:21]=[CH:20][CH:19]=[CH:18][CH:17]=1)=[O:13])[CH3:3].[CH:23]([SH:26])([CH3:25])[CH3:24].[H-].[Na+]>CN(C)C=O.C(OCC)(=O)C>[OH:1][CH:2]([CH:4]1[C:10](=[O:11])[N:9]2[CH:5]1[CH2:6][C:7]([S:26][CH:23]([CH3:25])[CH3:24])=[C:8]2[C:12]([O:14][CH2:15][C:16]1[CH:21]=[CH:20][CH:19]=[CH:18][CH:17]=1)=[O:13])[CH3:3] |f:2.3|. Procedure details: A solution of benzyl 6-(1-hydroxyethyl)-3-chloro-1-azabicyclo[3.2.0]hept-2-ene-7-one-2-carboxylate (32 mg) in anhydrous dimethylformamide (DMF, 2 ml) is cooled to -40° C. and stirred under a nitrogen atmosphere. A solution of isopropylmercaptan (8 mg) in anhydrous DMF (1 ml) containing 57% sodium hydride (4.4 mg) is added dropwise over 10 mins. The resulting solution is stirred for 2 hrs, with gradual warming to 0° C. The solution is diluted with ethyl acetate (20 ml), washed with water (5×10 ml... The reactants are CC(=O)N1CC(N)C(=O)N(C(C)C)c2ccccc21, CC(C(=O)O)C(=O)NCC(F)(F)C(F)(F)F. Product: CC(=O)N1CC(NC(=O)C(C)C(=O)NCC(F)(F)C(F)(F)F)C(=O)N(C(C)C)c2ccccc21. RXN SMILES: [C:1]([CH3:2])(=[O:3])[N:4]1[c:5]2[c:6]([cH:16][cH:17][cH:18][cH:19]2)[N:7]([CH:13]([CH3:14])[CH3:15])[C:8](=[O:12])[CH:9]([NH2:11])[CH2:10]1.[CH3:20][CH:21]([C:22](=[O:23])[OH:24])[C:25](=[O:26])[NH:27][CH2:28][C:29]([C:30]([F:31])([F:32])[F:33])([F:34])[F:35]>>[C:1]([CH3:2])(=[O:3])[N:4]1[c:5]2[c:6]([cH:16][cH:17][cH:18][cH:19]2)[N:7]([CH:13]([CH3:14])[CH3:15])[C:8](=[O:12])[CH:9]([NH:11][C:22]([CH:21]([CH3:20])[C:25](=[O:26])[NH:27][CH2:28][C:29]([C:30]([F:31])([F:32])[F:33])([F:34])[F:35])=[O:23])[CH2:10]1. The reactants are C(C)(=O)OC(C)=O (Acetic anhydride), C[C@@H]1/C=C/C(=O)NC/C=C/C(=C/[C@H](CC(=O)CC2=NC(=CO2)C(=O)N3CCC=C3C(=O)O[C@@H]1C(C)C)O)/C (Virginiamycin M1), ice. Solvent: N1=CC=CC=C1 (pyridine). Run at time 30 minute. Yields the product CC(=O)[O-] (monoacetate), CC(=O)CC(=O)O (diacetate). RXN SMILES: [C:1]([O:4][C:5](=[O:7])[CH3:6])(=[O:3])[CH3:2].C[C@H]1[C@@H](C(C)C)OC(=O)C2N(CCC=2)C(=O)C2=COC(=N2)CC(=O)C[C@H](O)C=C(C)C=CCN[C:12](=[O:13])[CH:11]=C1>N1C=CC=CC=1>[CH3:2][C:1]([O-:4])=[O:3].[CH3:11][C:12]([CH2:6][C:5]([OH:4])=[O:7])=[O:13]. Reported procedure: Acetic anhydride (45 ml) was added to a stirring solution of Virginiamycin M1 (6.5 g) in anhydrous pyridine (45 ml) at room temperature. After 30 minutes, ice-cold methanol (85 ml) was added in portions. Stirring was continued for 20 more minutes followed by flash evaporation to dryness at room temperature. The residue was partitioned between dichloromethane (3×300 ml) and saturated NaCl (aq, 300 ml). The organic layers were pooled, dried over anhydrous Na2SO4, flash evaporated to dryness (dry w... The reactants are ClC1=CC=C(C(=O)N2CC2)C=C1 (p-chlorobenzoylaziridine), N1CCOCC1 (morpholine). Solvent: C1(=CC=CC=C1)C (toluene). Reaction conditions: time 8 hour. The product is ClC1=CC=C(C(=O)NCCN2CCOCC2)C=C1 (p-chloro-N-(2-morpholinoethyl)-benzamide). As a reaction SMILES: [Cl:1][C:2]1[CH:12]=[CH:11][C:5]([C:6]([N:8]2[CH2:10][CH2:9]2)=[O:7])=[CH:4][CH:3]=1.[NH:13]1[CH2:18][CH2:17][O:16][CH2:15][CH2:14]1>C1(C)C=CC=CC=1>[Cl:1][C:2]1[CH:3]=[CH:4][C:5]([C:6]([NH:8][CH2:10][CH2:9][N:13]2[CH2:18][CH2:17][O:16][CH2:15][CH2:14]2)=[O:7])=[CH:11][CH:12]=1. Procedure details: 55.4 G. of p-chlorobenzoylaziridine and 26.5 g. of morpholine are boiled in 250 ml. of toluene for 2 hours under reflux. The solution is then cooled to room temperature, whereupon crystals separate out. The solution which crystallizes is allowed to stand overnight in a refrigerator. Thereafter, the product is removed by filtration, washed with toluene and recrystallized from isopropanol, and 75.9 g. of p-chloro-N-(2-morpholinoethyl)-benzamide are obtained, which is identical to the product obtai...